From a dataset of the Open Reaction Database (ORD), a public repository of structured organic reaction records. describe an organic reaction: reactants, conditions, products, and yield Run at temperature 0 celsius, time 2 hour. Yields the product C(C)OC(C1=C(C=C(C(=C1)[N+](=O)[O-])F)F)=O (2,4-Difluoro-5-nitro-benzoic acid ethyl ester). Reactants: C(C)OC(C1=C(C=C(C=C1)F)F)=O (2,4-Difluorobenzoic acid ethyl ester), S(O)(O)(=O)=O (sulfuric acid), [N+](=O)(O)[O-] (nitric acid). Procedure details: 2,4-Difluorobenzoic acid ethyl ester (5.33 g) was cooled to 0° C. and treated with concentrated sulfuric acid (3.5 mL) and then fuming nitric acid (3.5 mL). The mixture was stirred for 2 hours at 0° C. and then partitioned between dichloromethane (2×50 mL) and water (25 mL). The organic phase was back extracted with water (25 mL) and then dried over magnesium sulfate and concentrated in vacuo. This provided the desired compound as a white solid (5.00 g) which was used without further purificatio... As a reaction SMILES: [CH2:1]([O:3][C:4](=[O:13])[C:5]1[CH:10]=[CH:9][C:8]([F:11])=[CH:7][C:6]=1[F:12])[CH3:2].S(=O)(=O)(O)O.[N+:19]([O-])([OH:21])=[O:20]>>[CH2:1]([O:3][C:4](=[O:13])[C:5]1[CH:10]=[C:9]([N+:19]([O-:21])=[O:20])[C:8]([F:11])=[CH:7][C:6]=1[F:12])[CH3:2].